From a dataset of the Open Reaction Database (ORD), a public repository of structured organic reaction records. describe an organic reaction: reactants, conditions, products, and yield Starting materials: OC[C@@H]1CC[C@@H]2N(CCN(C2)C2=NC=CC=N2)C1 ((7R,9aS)-7-hydroxymethyl-2-(pyrimidin-2-yl)-2,3,4,6,7,8,9,9a-octahydro-1H-pyrido[1,2-a]pyrazine), C1(=CC=CC=C1)O (phenol), C1(=CC=CC=C1)P(C1=CC=CC=C1)C1=CC=CC=C1 (triphenylphosphine), N(=NC(=O)OCC)C(=O)OCC (diethyl azodicarboxylate). Run in C1CCOC1 (THF). Run at temperature 23 celsius, time 16 hour. The product is O(C1=CC=CC=C1)C[C@@H]1CC[C@@H]2N(CCN(C2)C2=NC=CC=N2)C1 ((7R,9aS)-7-phenoxymethyl-2,3,4,6,7,8,9,9a-octahydro-2-pyrimidin-2-yl-1H-pyrido[1,2-a]pyrazine). Isolated yield 61.6%. RXN SMILES: [OH:1][CH2:2][C@H:3]1[CH2:18][N:7]2[CH2:8][CH2:9][N:10]([C:12]3[N:17]=[CH:16][CH:15]=[CH:14][N:13]=3)[CH2:11][C@@H:6]2[CH2:5][CH2:4]1.[C:19]1(O)[CH:24]=[CH:23][CH:22]=[CH:21][CH:20]=1.C1(P(C2C=CC=CC=2)C2C=CC=CC=2)C=CC=CC=1.N(C(OCC)=O)=NC(OCC)=O>C1COCC1>[O:1]([CH2:2][C@H:3]1[CH2:18][N:7]2[CH2:8][CH2:9][N:10]([C:12]3[N:17]=[CH:16][CH:15]=[CH:14][N:13]=3)[CH2:11][C@@H:6]2[CH2:5][CH2:4]1)[C:19]1[CH:24]=[CH:23][CH:22]=[CH:21][CH:20]=1. Procedure details: A solution of 0.385 g (1.55 mmol) of (7R,9aS)-7-hydroxymethyl-2-(pyrimidin-2-yl)-2,3,4,6,7,8,9,9a-octahydro-1H-pyrido[1,2-a]pyrazine (Preparation 4), 0.220 g (2.34 mmol) of phenol, and 0.488 g (1.86 mmol) of triphenylphosphine in 30 mL of dry THF was treated with 0.324 g (1.86 mmol) of diethyl azodicarboxylate, and the mixture stirred at 23° C. for 16 h. The solvent was evaporated, the residue dissolved in ethyl ether and treated with HCl(g) in ether. The precipitate was collected on a Büchner f... Starting materials: O=C(CC(=O)OC)CC(=O)OC (dimethyl 3-oxopentanedioate), C(OCC)(OCC)OCC (CH(OEt)3), NC(=O)N (urea). Solvent: C=1(C(=CC=CC1)C)C (xylene). Yields the product O=C1C(=CNC=C1C(=O)OC)C(=O)OC (Dimethyl 4-oxo-1,4-dihydropyridine-3,5-dicarboxylate). Isolated yield 82.3%. Reaction SMILES: [O:1]=[C:2]([CH2:8][C:9]([O:11][CH3:12])=[O:10])[CH2:3][C:4]([O:6][CH3:7])=[O:5].[CH:13](OCC)(OCC)OCC.N[C:24]([NH2:26])=O>C1(C)C(C)=CC=CC=1>[O:1]=[C:2]1[C:8]([C:9]([O:11][CH3:12])=[O:10])=[CH:24][NH:26][CH:13]=[C:3]1[C:4]([O:6][CH3:7])=[O:5]. Procedure: A mixture of dimethyl 3-oxopentanedioate (12 g, 69 mmol), CH(OEt)3 (15.1 g, 100 mmol) and urea (6 g, 100 mmol) in xylene (25 mL) was heated to reflux for 3 hours. The mixture was cooled to room temperature and the precipitate was filtered, washed with xylene and DCM to afford the title compound as white solid (yield 82.3%).